Dataset: the Open Reaction Database (ORD), a public repository of structured organic reaction records. Task: describe an organic reaction: reactants, conditions, products, and yield Starting materials: N1CCCCC1 (Piperidine), CN(C=O)C (N,N-dimethylformamide), FC1=C(C=CC=C1)[N+](=O)[O-] (2-fluoro-1-nitrobenzene). Run in O (Water). Run at time 2 hour. Product: [N+](=O)([O-])C1=C(C=CC=C1)N1CCCCC1 (1-(2-nitrophenyl)piperidine). Yield: 98.8%. As a reaction SMILES: [NH:1]1[CH2:6][CH2:5][CH2:4][CH2:3][CH2:2]1.CN(C)C=O.F[C:13]1[CH:18]=[CH:17][CH:16]=[CH:15][C:14]=1[N+:19]([O-:21])=[O:20]>O>[N+:19]([C:14]1[CH:15]=[CH:16][CH:17]=[CH:18][C:13]=1[N:1]1[CH2:6][CH2:5][CH2:4][CH2:3][CH2:2]1)([O-:21])=[O:20]. Procedure details: Piperidine (338 μl, 3.41 mmol, commercially available product) was added at room temperature to an N,N-dimethylformamide (DMF; 0.5 ml) solution of 2-fluoro-1-nitrobenzene (219 mg, 1.55 mmol, commercially available product). The resulting mixture was stirred for two hours. Water was added to the mixture, and the resulting mixture was extracted three times with ethyl acetate. The obtained organic layer was washed with a saturated sodium chloride solution, dried over anhydrous sodium sulfate, filte... The reactants are CC(=O)OC(C)=O, NS(=O)(=O)OC1CCC(c2cc(F)ccc2F)(S(=O)(=O)c2ccc(Cl)cc2)CC1, c1ccncc1. The product is CC(=O)NS(=O)(=O)OC1CCC(c2cc(F)ccc2F)(S(=O)(=O)c2ccc(Cl)cc2)CC1. As a reaction SMILES: [CH3:30][C:31](=[O:32])[O:33][C:34](=[O:35])[CH3:36].[Cl:1][c:2]1[cH:3][cH:4][c:5]([S:8](=[O:9])(=[O:10])[C:11]2([c:22]3[c:23]([F:29])[cH:24][cH:25][c:26]([F:28])[cH:27]3)[CH2:12][CH2:13][CH:14]([O:17][S:18]([NH2:19])(=[O:20])=[O:21])[CH2:15][CH2:16]2)[cH:6][cH:7]1.[cH:37]1[cH:38][cH:39][n:40][cH:41][cH:42]1>>[Cl:1][c:2]1[cH:3][cH:4][c:5]([S:8](=[O:9])(=[O:10])[C:11]2([c:22]3[c:23]([F:29])[cH:24][cH:25][c:26]([F:28])[cH:27]3)[CH2:12][CH2:13][CH:14]([O:17][S:18]([NH:19][C:31]([CH3:30])=[O:32])(=[O:20])=[O:21])[CH2:15][CH2:16]2)[cH:6][cH:7]1. The reactants are O=C1C=CC(=NN1)C=1C=C(C=CC1)NC(C)=O (N-[3-(1,6-dihydro-6-oxo-3-pyridazinyl)phenyl]acetamide), P(=O)(Cl)(Cl)Cl (phosphorus oxychloride). Run at time 30 minute. Product: ClC1=CC=C(N=N1)C=1C=C(C=CC1)NC(C)=O (N-[3-(6-Chloro-3-pyridazinyl)phenyl]acetamide). Reaction SMILES: O=[C:2]1[NH:7][N:6]=[C:5]([C:8]2[CH:9]=[C:10]([NH:14][C:15](=[O:17])[CH3:16])[CH:11]=[CH:12][CH:13]=2)[CH:4]=[CH:3]1.P(Cl)(Cl)([Cl:20])=O>>[Cl:20][C:2]1[N:7]=[N:6][C:5]([C:8]2[CH:9]=[C:10]([NH:14][C:15](=[O:17])[CH3:16])[CH:11]=[CH:12][CH:13]=2)=[CH:4][CH:3]=1. Procedure details: A solution of 4.0 g of N-[3-(1,6-dihydro-6-oxo-3-pyridazinyl)phenyl]acetamide in 100 ml of phosphorus oxychloride was heated at 55°-65° C. for 1.5 hours and then the excess phosphorus oxychloride was removed in vacuo. The residue was dissolved in dichloromethane and the solution poured onto 200 g of crushed ice. After stirring for 30 minutes the acidic mixture was neutralized with aqueous sodium bicarbonate. The mixture was filtered, giving 0.8 g of solid. The dichloromethane layer of the filtra... Isolated yield 81.6%. As a reaction SMILES: [CH3:1][O:2][C:3](=[O:10])[CH:4](Cl)[C:5](=[O:8])[CH2:6][CH3:7].C1(O)C=CC=CC=1.[C:18]([C:20]1[CH:21]=[C:22]([OH:28])[CH:23]=[C:24]([C:26]#[N:27])[CH:25]=1)#[N:19].C(=O)([O-])[O-].[Cs+].[Cs+]>CC(C)=O.O>[CH3:1][O:2][C:3](=[O:10])[CH:4]([O:28][C:22]1[CH:21]=[C:20]([C:18]#[N:19])[CH:25]=[C:24]([C:26]#[N:27])[CH:23]=1)[C:5](=[O:8])[CH2:6][CH3:7] |f:3.4.5|. Starting materials: COC(C(C(CC)=O)Cl)=O (2-chloro-3-oxo-pentanoic acid methyl ester), C1(=CC=CC=C1)O (phenol), C(#N)C=1C=C(C=C(C1)C#N)O (3.5-Dicyanohydroxybenzene), C([O-])([O-])=O.[Cs+].[Cs+] (caesium carbonate). Reported procedure: A solution of 2-chloro-3-oxo-pentanoic acid methyl ester (20 g, 121.5 mmol) in acetone (100 ml) was added to the phenol from Preparation 3 (17.5 g, 121.5 mmol) and caesium carbonate (43.5 g, 133.6 mmol) in acetone (400 ml) under a nitrogen atmosphere. The mixture was stirred at room temperature for 15 minutes and then heated under reflux for 2.5 hours. Water was added and the solvent was evaporated under reduced pressure. The residual aqueous solution was extracted with dichloromethane (3×300 ml... Yields the product COC(C(C(CC)=O)OC1=CC(=CC(=C1)C#N)C#N)=O (2-(3,5-Dicyano-phenoxy)-3-oxo-pentanoic acid methyl ester). The solvent is CC(=O)C (acetone), CC(=O)C (acetone), O (Water). Run at time 15 minute. Starting materials: CNc1ccc(C(=O)OC)cc1OCCc1ccc(Cl)cc1Cl, CO, Cl, [Li+], [OH-], O. Product: CNc1ccc(C(=O)O)cc1OCCc1ccc(Cl)cc1Cl. RXN SMILES: [CH3:1][O:2][C:3]([c:4]1[cH:5][c:6]([O:12][CH2:13][CH2:14][c:15]2[c:16]([Cl:22])[cH:17][c:18]([Cl:21])[cH:19][cH:20]2)[c:7]([NH:10][CH3:11])[cH:8][cH:9]1)=[O:23].[CH3:28][OH:29].[ClH:27].[Li+:26].[OH-:25].[OH2:24]>>[O:2]=[C:3]([c:4]1[cH:5][c:6]([O:12][CH2:13][CH2:14][c:15]2[c:16]([Cl:22])[cH:17][c:18]([Cl:21])[cH:19][cH:20]2)[c:7]([NH:10][CH3:11])[cH:8][cH:9]1)[OH:23]. Starting materials: [Br-], Br, BrBr, CC(=O)[O-], CCCC[N+](CCCC)(CCCC)CCCC, COc1cc2c(cc1C)C(=O)C(C)C2, ClCCl, [Na+], O. The product is COc1c(C)cc2c(c1Br)CC(C)C2=O. RXN SMILES: [Br-:23].[Br:1].[Br:21][Br:22].[C:16]([O-:17])(=[O:18])[CH3:19].[CH3:24][CH2:25][CH2:26][CH2:27][N+:28]([CH2:29][CH2:30][CH2:31][CH3:32])([CH2:33][CH2:34][CH2:35][CH3:36])[CH2:37][CH2:38][CH2:39][CH3:40].[CH3:2][O:3][c:4]1[cH:5][c:6]2[c:10]([cH:11][c:12]1[CH3:13])[C:9](=[O:14])[CH:8]([CH3:15])[CH2:7]2.[Cl:41][CH2:42][Cl:43].[Na+:20].[OH2:44]>>[CH3:2][O:3][c:4]1[c:5]([Br:21])[c:6]2[c:10]([cH:11][c:12]1[CH3:13])[C:9](=[O:14])[CH:8]([CH3:15])[CH2:7]2. Starting materials: FC(F)c1cc(-c2ccc(C(F)(F)F)nc2)nc(Cl)n1, OB(O)c1ccnc(Cl)c1. Yields the product FC(F)c1cc(-c2ccc(C(F)(F)F)nc2)nc(-c2ccnc(Cl)c2)n1. As a reaction SMILES: [Cl:1][c:2]1[n:3][c:4](-[c:11]2[cH:12][n:13][c:14]([C:17]([F:18])([F:19])[F:20])[cH:15][cH:16]2)[cH:5][c:6]([CH:8]([F:9])[F:10])[n:7]1.[Cl:21][c:22]1[n:23][cH:24][cH:25][c:26]([B:28]([OH:29])[OH:30])[cH:27]1>>[c:2]1(-[c:26]2[cH:25][cH:24][n:23][c:22]([Cl:21])[cH:27]2)[n:3][c:4](-[c:11]2[cH:12][n:13][c:14]([C:17]([F:18])([F:19])[F:20])[cH:15][cH:16]2)[cH:5][c:6]([CH:8]([F:9])[F:10])[n:7]1. The reactants are C(#N)C1=CC(=C(C=C1)C=1C=NN(C1O)C1=NC=C(C(=O)O)C=C1)C (6-(4-(4-cyano-2-methylphenyl)-5-hydroxy-1H-pyrazol-1-yl)nicotinic acid), N1(C=NC=C1)CCCN (3-(1H-imidazol-1-yl)propan-1-amine). Product: N1(C=NC=C1)CCCNC(C1=CN=C(C=C1)N1N=CC(=C1O)C1=C(C=C(C=C1)C#N)C)=O (N-(3-(1H-imidazol-1-yl)propyl)-6-(4-(4-cyano-2-methylphenyl)-5-hydroxy-1H-pyrazol-1-yl)nicotinamide). RXN SMILES: [C:1]([C:3]1[CH:8]=[CH:7][C:6]([C:9]2[CH:10]=[N:11][N:12]([C:15]3[CH:23]=[CH:22][C:18]([C:19](O)=[O:20])=[CH:17][N:16]=3)[C:13]=2[OH:14])=[C:5]([CH3:24])[CH:4]=1)#[N:2].[N:25]1([CH2:30][CH2:31][CH2:32][NH2:33])[CH:29]=[CH:28][N:27]=[CH:26]1>>[N:25]1([CH2:30][CH2:31][CH2:32][NH:33][C:19](=[O:20])[C:18]2[CH:22]=[CH:23][C:15]([N:12]3[C:13]([OH:14])=[C:9]([C:6]4[CH:7]=[CH:8][C:3]([C:1]#[N:2])=[CH:4][C:5]=4[CH3:24])[CH:10]=[N:11]3)=[N:16][CH:17]=2)[CH:29]=[CH:28][N:27]=[CH:26]1. Procedure details: The title compound was prepared in a manner similar to Example 74 using 6-(4-(4-cyano-2-methylphenyl)-5-hydroxy-1H-pyrazol-1-yl)nicotinic acid and 3-(1H-imidazol-1-yl)propan-1-amine. 1H NMR (400 MHz, DMSO-d6) δ ppm 2.09-2.17 (m, 2H) 2.44 (s, 3H) 3.32 (q, J=6.40 Hz, 2H) 4.28 (t, J=6.95 Hz, 2H) 7.63-7.72 (m, 2H) 7.74 (s, 1H) 7.78 (d, J=8.08 Hz, 1H) 7.83 (t, J=1.64 Hz, 1H) 8.19 (br. s., 1H) 8.35-8.55 (m, 2H) 8.82 (t, J=5.68 Hz, 1H) 8.89-8.96 (m, 1H) 9.11 (s, 1H) 13.26-14.08 (m, 1H). MS m/z [M+H]+ 4... The reactants are C([O-])(O)=O.[Na+] (sodium bicarbonate), FC(C=1C=C(C(=O)N2[C@@H](CN(CC2)CC(=O)O)CC2=CNC3=CC=CC=C23)C=C(C1)C(F)(F)F)(F)F ((2R)-1-[3,5-bis(trifluoromethyl)benzoyl]-4-(carboxymethyl)-2-(1H-indol-3-ylmethyl)piperazine), N1CCSCC1 (thiomorpholine), Cl.CN(CCCN=C=NCC)C (1-(3-dimethylaminopropyl)-3-ethylcarbodiimide hydrochloride), ON1N=NC2=C1C=CC=C2 (1-hydroxybenzotriazole). Solvent: CN(C=O)C (N,N-dimethylformamide). Reaction conditions: time 3 hour. Product: FC(C=1C=C(C(=O)N2[C@@H](CN(CC2)CC(=O)N2CCSCC2)CC2=CNC3=CC=CC=C23)C=C(C1)C(F)(F)F)(F)F ((2R)-1-[3,5-bis(trifluoromethyl)benzoyl]-2-(1H-indol-3-ylmethyl)-4-(thiomorpholinocarbonylmethyl)piperazine). Isolated yield 90.5%. RXN SMILES: [F:1][C:2]([F:36])([F:35])[C:3]1[CH:4]=[C:5]([CH:28]=[C:29]([C:31]([F:34])([F:33])[F:32])[CH:30]=1)[C:6]([N:8]1[CH2:13][CH2:12][N:11]([CH2:14][C:15](O)=[O:16])[CH2:10][C@H:9]1[CH2:18][C:19]1[C:27]2[C:22](=[CH:23][CH:24]=[CH:25][CH:26]=2)[NH:21][CH:20]=1)=[O:7].[NH:37]1[CH2:42][CH2:41][S:40][CH2:39][CH2:38]1.Cl.CN(C)CCCN=C=NCC.ON1C2C=CC=CC=2N=N1.C(=O)(O)[O-].[Na+]>CN(C)C=O>[F:33][C:31]([F:34])([F:32])[C:29]1[CH:28]=[C:5]([CH:4]=[C:3]([C:2]([F:36])([F:35])[F:1])[CH:30]=1)[C:6]([N:8]1[CH2:13][CH2:12][N:11]([CH2:14][C:15]([N:37]2[CH2:42][CH2:41][S:40][CH2:39][CH2:38]2)=[O:16])[CH2:10][C@H:9]1[CH2:18][C:19]1[C:27]2[C:22](=[CH:23][CH:24]=[CH:25][CH:26]=2)[NH:21][CH:20]=1)=[O:7] |f:2.3,5.6|. Reported procedure: To a stirred mixture of (2R)-1-[3,5-bis(trifluoromethyl)benzoyl]-4-(carboxymethyl)-2-(1H-indol-3-ylmethyl)piperazine (0.4 g) and thiomorpholine (0.08 g) in dry N,N-dimethylformamide (4 ml) were added 1-(3-dimethylaminopropyl)-3-ethylcarbodiimide hydrochloride (0.16 g) and 1-hydroxybenzotriazole (0.12 g) at room temperature. After 3 hours, the reaction mixture was poured into aqueous sodium bicarbonate solution (40 ml) and the resulting precipitate was collected by filtration. The crude product o...